Dataset: the Open Reaction Database (ORD), a public repository of structured organic reaction records. Task: describe an organic reaction: reactants, conditions, products, and yield The reactants are C1(CC1)N1C=C(C(C2=CC(=C(C(=C12)OC)N1CC(C(CC1)NC(=O)OC(C)(C)C)(C)C)F)=O)C(=O)O (1-cyclopropyl-6-fluoro-8-methoxy-1,4-dihydro-7-(4′-t-butoxycarbonylamino-3′,3′-dimethylpiperidin-1-yl)-4-oxo-quinoline-3-carboxylic acid), C(=O)([O-])[O-].[K+].[K+] (K2CO3), ICCC (1-iodopropane). As a reaction SMILES: [CH:1]1([N:4]2[C:13]3[C:8](=[CH:9][C:10]([F:32])=[C:11]([N:16]4[CH2:21][CH2:20][CH:19]([NH:22]C(OC(C)(C)C)=O)[C:18]([CH3:31])([CH3:30])[CH2:17]4)[C:12]=3[O:14][CH3:15])[C:7](=[O:33])[C:6]([C:34]([OH:36])=[O:35])=[CH:5]2)[CH2:3][CH2:2]1.C([O-])([O-])=O.[K+].[K+].I[CH2:44][CH2:45][CH3:46]>>[CH:1]1([N:4]2[C:13]3[C:8](=[CH:9][C:10]([F:32])=[C:11]([N:16]4[CH2:21][CH2:20][CH:19]([NH2:22])[C:18]([CH3:30])([CH3:31])[CH2:17]4)[C:12]=3[O:14][CH3:15])[C:7](=[O:33])[C:6]([C:34]([O:36][CH:45]([CH3:46])[CH3:44])=[O:35])=[CH:5]2)[CH2:2][CH2:3]1 |f:1.2.3|. Procedure: In a dry dimethylformaide (15 ml) was taken a mixture of 1-cyclopropyl-6-fluoro-8-methoxy-1,4-dihydro-7-(4′-t-butoxycarbonylamino-3′,3′-dimethylpiperidin-1-yl)-4-oxo-quinoline-3-carboxylic acid (1 g, 1.98 mmole), K2CO3 (0.275 g, 1.98 mmole) was stirred at 70° C. for 7 hr. Added 1-iodopropane (0.5 g, 2.98 mmole) to reaction mixture and stirred at the same temperature for 16 hr. Solvent was concentrated up to dryness and (15 ml) water was added to it and extracted with chloroform (25 ml×2). Organi... Run at temperature 70 celsius, time 7 hour. Yield: 45.0%. Product: C1(CC1)N1C=C(C(C2=CC(=C(C(=C12)OC)N1CC(C(CC1)N)(C)C)F)=O)C(=O)OC(C)C (i-Propyl 1-cyclopropyl-6-fluoro-8-methoxy-1,4-dihydro-7-(4′-amino-3′,3′-dimethyl-piperidin-1-yl)-4-oxo-quinoline-3-carboxylate).